Dataset: the Open Reaction Database (ORD), a public repository of structured organic reaction records. Task: describe an organic reaction: reactants, conditions, products, and yield Starting materials: CC(=O)O, C1CCOC1, CO, CC(C)OC(=O)N1CCC(Oc2ncnc(Oc3ccc(S(C)(=O)=O)cc3F)c2C#C[Si](C)(C)C)CC1, [Na+], [OH-]. Yields the product C#Cc1c(Oc2ccc(S(C)(=O)=O)cc2F)ncnc1OC1CCN(C(=O)OC(C)C)CC1. As a reaction SMILES: [C:40]([OH:41])(=[O:42])[CH3:43].[CH2:44]1[O:45][CH2:46][CH2:47][CH2:48]1.[CH3:49][OH:50].[CH:1]([CH3:2])([CH3:3])[O:4][C:5](=[O:6])[N:7]1[CH2:8][CH2:9][CH:10]([O:13][c:14]2[n:15][cH:16][n:17][c:18]([O:26][c:27]3[c:28]([F:37])[cH:29][c:30]([S:33](=[O:34])(=[O:35])[CH3:36])[cH:31][cH:32]3)[c:19]2[C:20]#[C:21][Si:22]([CH3:23])([CH3:24])[CH3:25])[CH2:11][CH2:12]1.[Na+:39].[OH-:38]>>[CH:1]([CH3:2])([CH3:3])[O:4][C:5](=[O:6])[N:7]1[CH2:8][CH2:9][CH:10]([O:13][c:14]2[n:15][cH:16][n:17][c:18]([O:26][c:27]3[c:28]([F:37])[cH:29][c:30]([S:33](=[O:34])(=[O:35])[CH3:36])[cH:31][cH:32]3)[c:19]2[C:20]#[CH:21])[CH2:11][CH2:12]1. The reactants are C=CC(=O)OCC, CCOCC, CNCCCc1ccncc1. Yields the product CCOC(=O)CCN(C)CCCc1ccncc1. Reaction SMILES: [C:1]([CH:2]=[CH2:3])(=[O:4])[O:5][CH2:6][CH3:7].[CH3:19][CH2:20][O:21][CH2:22][CH3:23].[n:8]1[cH:9][cH:10][c:11]([CH2:14][CH2:15][CH2:16][NH:17][CH3:18])[cH:12][cH:13]1>>[C:1]([CH2:2][CH2:3][N:17]([CH2:16][CH2:15][CH2:14][c:11]1[cH:10][cH:9][n:8][cH:13][cH:12]1)[CH3:18])(=[O:4])[O:5][CH2:6][CH3:7].